Dataset: the Open Reaction Database (ORD), a public repository of structured organic reaction records. Task: describe an organic reaction: reactants, conditions, products, and yield Reactants: ClCCCl, CN(C)c1ccncc1, ClCCl, C[Si](C)(C)CCOCn1cc(C(=O)O)c2nc(-c3cn(-c4cc(F)ccc4F)cn3)cnc21, N#CC1CN(C(=O)C(N)C2CC2)C1. The product is C[Si](C)(C)CCOCn1cc(C(=O)NC(C(=O)N2CC(C#N)C2)C2CC2)c2nc(-c3cn(-c4cc(F)ccc4F)cn3)cnc21. Reaction SMILES: [CH2:47]([Cl:48])[CH2:49][Cl:50].[CH3:51][N:52]([c:53]1[cH:54][cH:55][n:56][cH:57][cH:58]1)[CH3:59].[Cl:60][CH2:61][Cl:62].[F:1][c:2]1[c:3](-[n:9]2[cH:10][n:11][c:12](-[c:14]3[n:15][c:16]4[c:17]([n:18][cH:19]3)[n:20]([CH2:26][O:27][CH2:28][CH2:29][Si:30]([CH3:31])([CH3:32])[CH3:33])[cH:21][c:22]4[C:23](=[O:24])[OH:25])[cH:13]2)[cH:4][c:5]([F:8])[cH:6][cH:7]1.[NH2:34][CH:35]([C:36](=[O:37])[N:38]1[CH2:39][CH:40]([C:42]#[N:43])[CH2:41]1)[CH:44]1[CH2:45][CH2:46]1>>[F:1][c:2]1[c:3](-[n:9]2[cH:10][n:11][c:12](-[c:14]3[n:15][c:16]4[c:17]([n:18][cH:19]3)[n:20]([CH2:26][O:27][CH2:28][CH2:29][Si:30]([CH3:31])([CH3:32])[CH3:33])[cH:21][c:22]4[C:23](=[O:25])[NH:34][CH:35]([C:36](=[O:37])[N:38]3[CH2:39][CH:40]([C:42]#[N:43])[CH2:41]3)[CH:44]3[CH2:45][CH2:46]3)[cH:13]2)[cH:4][c:5]([F:8])[cH:6][cH:7]1. Reactants: ClC1=NN2C(C(=CC=C2)OCC2=C(C=CC=C2)N(S(=O)(=O)C)C)=N1 (N-[2-(2-chloro-[1,2,4]triazolo[1,5-a]pyridin-8-yloxymethyl)-phenyl]-N-methyl-methanesulfonamide), CN1CCN(CC1)C1=CC=C(C=C1)N (4-(4-methyl-piperazin-1-yl)-phenylamine), C1(CCCCC1)P(C1=C(C=CC=C1)C1=C(C=CC=C1)P(C1CCCCC1)C1CCCCC1)C1CCCCC1 (2,2′-bis-dicyclohexylphosphanyl-biphenyl). Yields the product CN(S(=O)(=O)C)C1=C(C=CC=C1)COC=1C=2N(C=CC1)N=C(N2)NC2=CC=C(C=C2)N2CCN(CC2)C (N-Methyl-N-(2-{2-[4-(4-methyl-piperazin-1-yl)-phenylamino]-[1,2,4]triazolo[1,5-a]pyridin-8-yloxymethyl}-phenyl)-methanesulfonamide), foam. The yield is 11.0%. Reaction SMILES: Cl[C:2]1[N:24]=[C:5]2[C:6]([O:10][CH2:11][C:12]3[CH:17]=[CH:16][CH:15]=[CH:14][C:13]=3[N:18]([CH3:23])[S:19]([CH3:22])(=[O:21])=[O:20])=[CH:7][CH:8]=[CH:9][N:4]2[N:3]=1.[CH3:25][N:26]1[CH2:31][CH2:30][N:29]([C:32]2[CH:37]=[CH:36][C:35]([NH2:38])=[CH:34][CH:33]=2)[CH2:28][CH2:27]1.C1(P(C2CCCCC2)C2C=CC=CC=2C2C=CC=CC=2P(C2CCCCC2)C2CCCCC2)CCCCC1>>[CH3:23][N:18]([C:13]1[CH:14]=[CH:15][CH:16]=[CH:17][C:12]=1[CH2:11][O:10][C:6]1[C:5]2[N:4]([N:3]=[C:2]([NH:38][C:35]3[CH:34]=[CH:33][C:32]([N:29]4[CH2:28][CH2:27][N:26]([CH3:25])[CH2:31][CH2:30]4)=[CH:37][CH:36]=3)[N:24]=2)[CH:9]=[CH:8][CH:7]=1)[S:19]([CH3:22])(=[O:21])=[O:20]. Procedure details: N-Methyl-N-(2-{2-[4-(4-methyl-piperazin-1-yl)-phenylamino]-[1,2,4]triazolo[1,5-a]pyridin-8-yloxymethyl}-phenyl)-methanesulfonamide was prepared from N-[2-(2-chloro-[1,2,4]triazolo[1,5-a]pyridin-8-yloxymethyl)-phenyl]-N-methyl-methanesulfonamide (102.0 mg, 0.2781 mmol) and 4-(4-methyl-piperazin-1-yl)-phenylamine (60.0 mg, 0.314 mmol) with 2,2′-bis-dicyclohexylphosphanyl-biphenyl (30.0 mg, 0.0549 mmol) as the ligand in a manner analogous to Example 2d. Product isolated as a brown foam (0.016 g, 11... Reactants: ClC1(C(=C(C(=C1Cl)Cl)Cl)Cl)Cl (hexachlorocyclopentadiene), C1(=CC=CC=C1)C (toluene), crude product, C1(C=CC(C=C1)=O)=O (p-benzoquinone), C1(=CC=CC=C1)C (toluene). Solvent: C(C)O (ethanol). The product is ClC12C(=C(C(C=3C(=CC=C(C13)O)O)(C2(Cl)Cl)Cl)Cl)Cl (1,2,3,4,9,9-hexachloro-1,4-dihydro-1,4-methanonaphthalene-5,8-diol). Reaction SMILES: [Cl:1][C:2]1([Cl:11])[C:6]([Cl:7])=[C:5]([Cl:8])[C:4]([Cl:9])=[C:3]1[Cl:10].[C:12]1(=[O:19])[CH:17]=[CH:16][C:15](=[O:18])[CH:14]=[CH:13]1.C1(C)C=CC=CC=1>C(O)C>[Cl:7][C:6]12[C:2]([Cl:11])([Cl:1])[C:3]([Cl:10])([C:17]3[C:12]([OH:19])=[CH:13][CH:14]=[C:15]([OH:18])[C:16]=31)[C:4]([Cl:9])=[C:5]2[Cl:8]. Procedure: A mixture of 54.6 g. (0.2 mole) of hexachlorocyclopentadiene, 21.6 g. (0.2 mole) of p-benzoquinone, and 10 ml. of toluene were placed in a 125 ml. round bottom flask and heated for 3 hours so that the toluene refluxed gently. At the end of this period the reaction mixture suddenly solidified completely, indicating completion of the reaction. The crude product was bright yellow. The damp material was transferred to a Buchner funnel, raised with absolute ethanol, dried on the funnel, and crystalli... Yield: 79.9%. Reaction SMILES: [F:1][C:2]1[CH:7]=[C:6](B2OC(C)(C)C(C)(C)O2)[CH:5]=[CH:4][C:3]=1[CH2:17][N:18]1[CH2:23][CH2:22][N:21]([C:24]([O:26][C:27]([CH3:30])([CH3:29])[CH3:28])=[O:25])[CH2:20][CH2:19]1.Br[C:32]1[CH:37]=[CH:36][CH:35]=[C:34]([CH3:38])[N:33]=1.C(=O)([O-])[O-].[K+].[K+].O1CCOCC1>C1C=CC([P]([Pd]([P](C2C=CC=CC=2)(C2C=CC=CC=2)C2C=CC=CC=2)([P](C2C=CC=CC=2)(C2C=CC=CC=2)C2C=CC=CC=2)[P](C2C=CC=CC=2)(C2C=CC=CC=2)C2C=CC=CC=2)(C2C=CC=CC=2)C2C=CC=CC=2)=CC=1.O>[F:1][C:2]1[CH:7]=[C:6]([C:32]2[CH:37]=[CH:36][CH:35]=[C:34]([CH3:38])[N:33]=2)[CH:5]=[CH:4][C:3]=1[CH2:17][N:18]1[CH2:19][CH2:20][N:21]([C:24]([O:26][C:27]([CH3:30])([CH3:28])[CH3:29])=[O:25])[CH2:22][CH2:23]1 |f:2.3.4,^1:54,56,75,94|. The reactants are FC1=C(C=CC(=C1)B1OC(C(O1)(C)C)(C)C)CN1CCN(CC1)C(=O)OC(C)(C)C (tert-butyl 4-[[2-fluoro-4-(tetramethyl-1,3,2-dioxaborolan-2-yl)phenyl]methyl]piperazine-1-carboxylate), BrC1=NC(=CC=C1)C (2-bromo-6-methylpyridine), C([O-])([O-])=O.[K+].[K+] (potassium carbonate), O1CCOCC1 (dioxane). Product: FC1=C(C=CC(=C1)C1=NC(=CC=C1)C)CN1CCN(CC1)C(=O)OC(C)(C)C (tert-butyl 4-[[2-fluoro-4-(6-methylpyridin-2-yl)phenyl]methyl]piperazine-1-carboxylate). The solvent is O (water). Procedure: A 25 mL round-bottom flask purged and maintained with an inert atmosphere of nitrogen and charged with tert-butyl 4-[[2-fluoro-4-(tetramethyl-1,3,2-dioxaborolan-2-yl)phenyl]methyl]piperazine-1-carboxylate (1.50 g, 3.57 mmol, 1.00 equiv), 2-bromo-6-methylpyridine (0.916 g, 5.32 mmol, 1.49 equiv), Tetrakis(triphenylphosphine)palladium (0.413 g, 0.360 mmol, 0.10 equiv), potassium carbonate (1.50 g, 10.8 mmol, 3.04 equiv), dioxane (15 mL) and water (3 mL). The resulting solution was stirred overnigh... The reagents and catalysts are C=1C=CC(=CC1)[P](C=2C=CC=CC2)(C=3C=CC=CC3)[Pd]([P](C=4C=CC=CC4)(C=5C=CC=CC5)C=6C=CC=CC6)([P](C=7C=CC=CC7)(C=8C=CC=CC8)C=9C=CC=CC9)[P](C=1C=CC=CC1)(C=1C=CC=CC1)C=1C=CC=CC1 (Tetrakis(triphenylphosphine)palladium). Run at temperature 75 celsius, time 8 hour. The reactants are O=C1C2C(=NN1C1=CC=C(C(=O)O)C=C1)C=1C=CC=CC1SC2 (4-(3-Oxo-3a,4-dihydro-3H-thiochromeno[4,3-c]pyrazol-2-yl)-benzoic acid), O (Water), C1(=C(C(=O)C(=O)C(=C1Cl)Cl)Cl)Cl (O-Chloranil). The solvent is CS(=O)C (dimethyl sulphoxide). Conditions: time 8 hour. Yields the product O=C1C=2C(=NN1C1=CC=C(C(=O)O)C=C1)C=1C=CC=CC1SC2 (4-(3-oxothiochromeno[4,3-c]pyrazol-2(3H)-yl)benzoic acid), solid. The yield is 92.2%. As a reaction SMILES: [O:1]=[C:2]1[N:6]([C:7]2[CH:15]=[CH:14][C:10]([C:11]([OH:13])=[O:12])=[CH:9][CH:8]=2)[N:5]=[C:4]2[C:16]3[CH:17]=[CH:18][CH:19]=[CH:20][C:21]=3[S:22][CH2:23][CH:3]12.C1(Cl)C(Cl)=C(Cl)C(=O)C(=O)C=1Cl.O>CS(C)=O>[O:1]=[C:2]1[N:6]([C:7]2[CH:8]=[CH:9][C:10]([C:11]([OH:13])=[O:12])=[CH:14][CH:15]=2)[N:5]=[C:4]2[C:16]3[CH:17]=[CH:18][CH:19]=[CH:20][C:21]=3[S:22][CH:23]=[C:3]12. Procedure details: Crude 4-(3-Oxo-3a,4-dihydro-3H-thiochromeno[4,3-c]pyrazol-2-yl)-benzoic acid (250 mg, 0.77 mmol) was dissolved in dimethyl sulphoxide (6 ml). O-Chloranil (189 mg, 0.77 mmol) was added and the mixture was stirred at room temperature overnight. Water (20 ml) was added and the solids were collected by filtration and washed with water. The filter cake was triturated with toluene, filtered and dried under vacuum. The title compound was isolated as a dark brown solid (230 mg, 0.71 mmol, 92%). LCMS: m/... Starting materials: ClC=1C(=NC=C(C1)C(F)(F)F)N1CCC(CC1)N1C([C@H](CC1)OC1=C(C=C(C(=O)OC)C=C1)F)=O ((S)-methyl 4-(1-(1-(3-chloro-5-(trifluoromethyl)pyridin-2-yl)piperidin-4-yl)-2-oxopyrrolidin-3-yloxy)-3-fluorobenzoate), [Li+].[OH-] (LiOH). Run in C1CCOC1 (THF). Conditions: time 8 hour. Product: ClC=1C(=NC=C(C1)C(F)(F)F)N1CCC(CC1)N1C([C@H](CC1)OC1=C(C=C(C(=O)O)C=C1)F)=O ((S)-4-(1-(1-(3-chloro-5-(trifluoromethyl)pyridin-2-yl)piperidin-4-yl)-2-oxopyrrolidin-3-yloxy)-3-fluorobenzoic acid). The yield is 42.6%. As a reaction SMILES: [Cl:1][C:2]1[C:3]([N:12]2[CH2:17][CH2:16][CH:15]([N:18]3[CH2:22][CH2:21][C@H:20]([O:23][C:24]4[CH:33]=[CH:32][C:27]([C:28]([O:30]C)=[O:29])=[CH:26][C:25]=4[F:34])[C:19]3=[O:35])[CH2:14][CH2:13]2)=[N:4][CH:5]=[C:6]([C:8]([F:11])([F:10])[F:9])[CH:7]=1.[Li+].[OH-]>C1COCC1>[Cl:1][C:2]1[C:3]([N:12]2[CH2:17][CH2:16][CH:15]([N:18]3[CH2:22][CH2:21][C@H:20]([O:23][C:24]4[CH:33]=[CH:32][C:27]([C:28]([OH:30])=[O:29])=[CH:26][C:25]=4[F:34])[C:19]3=[O:35])[CH2:14][CH2:13]2)=[N:4][CH:5]=[C:6]([C:8]([F:9])([F:10])[F:11])[CH:7]=1 |f:1.2|. Procedure: To a solution of (S)-methyl 4-(1-(1-(3-chloro-5-(trifluoromethyl)pyridin-2-yl)piperidin-4-yl)-2-oxopyrrolidin-3-yloxy)-3-fluorobenzoate (0.1 g, 0.19 mmol) in THF (2 mL) was added LiOH (3 M, 2 mL) and the reaction was stirred overnight at ambient temperature. The THF was removed with a stream of nitrogen. The aqueous layer was acidified with 1 N HCl to about pH 1 and the solid that formed was filtered and washed with water. The solid was dried under vacuum to yield (S)-4-(1-(1-(3-chloro-5-(triflu... The reactants are N([C@@H](CC(OC(C)(C)C)=O)C(=O)N[C@@H](CCC(OC(C)(C)C)=O)C(=O)N[C@@H](CO)C(=O)N[C@@H](C)C(=O)OC(C)(C)C)C(=O)OCC1=CC=CC=C1 (Z-Asp(OtBu)-Glu(OtBu)-Ser-Ala-OtBu). The reagents and catalysts are [Pd] (palladium-on-carbon). Solvent: CO (methanol). Product: N[C@@H](CC(OC(C)(C)C)=O)C(=O)N[C@@H](CCC(OC(C)(C)C)=O)C(=O)N[C@@H](CO)C(=O)N[C@@H](C)C(=O)OC(C)(C)C (H-Asp(OtBu)-Glu(OtBu)-Ser-Ala-OtBu). Isolated yield 97.5%. Reaction SMILES: [NH:1](C(OCC1C=CC=CC=1)=O)[C@H:2]([C:11]([NH:13][C@H:14]([C:24]([NH:26][C@H:27]([C:30]([NH:32][C@H:33]([C:35]([O:37][C:38]([CH3:41])([CH3:40])[CH3:39])=[O:36])[CH3:34])=[O:31])[CH2:28][OH:29])=[O:25])[CH2:15][CH2:16][C:17](=[O:23])[O:18][C:19]([CH3:22])([CH3:21])[CH3:20])=[O:12])[CH2:3][C:4](=[O:10])[O:5][C:6]([CH3:9])([CH3:8])[CH3:7]>[Pd].CO>[NH2:1][C@H:2]([C:11]([NH:13][C@H:14]([C:24]([NH:26][C@H:27]([C:30]([NH:32][C@H:33]([C:35]([O:37][C:38]([CH3:39])([CH3:41])[CH3:40])=[O:36])[CH3:34])=[O:31])[CH2:28][OH:29])=[O:25])[CH2:15][CH2:16][C:17](=[O:23])[O:18][C:19]([CH3:20])([CH3:21])[CH3:22])=[O:12])[CH2:3][C:4](=[O:10])[O:5][C:6]([CH3:8])([CH3:7])[CH3:9]. Procedure: A solution of 10.5 g. (14.5 mmoles) of Z-29-32-OtBu in 130 ml. of methanol is hydrogenated in the presence of 1 g. of palladium-on-carbon. When the reaction terminates, the catalyst is removed by filtration, and the filtrate is evaporated to dryness. The residue is triturated with petroleum ether. 8.35 g. (97.5 %) of H-29-32-OtBu are obtained. M.p.: 81-82°C; Rf11 = 0.1; [α]D = -24.3° (c = 1, in ethanol). Starting materials: CC(=O)OC(C)=O, CNC1CC(=O)N(c2ccc(N(C)C(=O)c3ccc(C4CCCCC4)cc3)cc2)C1, c1ccncc1. Product: CC(=O)CNC1CC(=O)N(c2ccc(N(C)C(=O)c3ccc(C4CCCCC4)cc3)cc2)C1. Reaction SMILES: [CH3:31][C:32](=[O:33])[O:34][C:35](=[O:36])[CH3:37].[CH:1]1([c:7]2[cH:8][cH:9][c:10]([C:11](=[O:12])[N:13]([c:14]3[cH:15][cH:16][c:17]([N:20]4[C:21](=[O:27])[CH2:22][CH:23]([NH:25][CH3:26])[CH2:24]4)[cH:18][cH:19]3)[CH3:28])[cH:29][cH:30]2)[CH2:2][CH2:3][CH2:4][CH2:5][CH2:6]1.[cH:38]1[cH:39][cH:40][n:41][cH:42][cH:43]1>>[CH:1]1([c:7]2[cH:8][cH:9][c:10]([C:11](=[O:12])[N:13]([c:14]3[cH:15][cH:16][c:17]([N:20]4[C:21](=[O:27])[CH2:22][CH:23]([NH:25][CH2:26][C:32]([CH3:31])=[O:33])[CH2:24]4)[cH:18][cH:19]3)[CH3:28])[cH:29][cH:30]2)[CH2:2][CH2:3][CH2:4][CH2:5][CH2:6]1. Product: CS(=O)(=O)c1ccc(C(=O)O)c(Cl)c1OCc1ccccc1. The reactants are CS(=O)(=O)c1ccc(C(=O)OCc2ccccc2)c(Cl)c1OCc1ccccc1, CCO, Cl, [Na]. As a reaction SMILES: [CH2:1]([c:2]1[cH:3][cH:4][cH:5][cH:6][cH:7]1)[O:8][c:9]1[c:10]([Cl:29])[c:11]([C:12](=[O:13])[O:14][CH2:15][c:16]2[cH:17][cH:18][cH:19][cH:20][cH:21]2)[cH:22][cH:23][c:24]1[S:25](=[O:26])(=[O:27])[CH3:28].[CH3:32][CH2:33][OH:34].[ClH:30].[Na:31]>>[CH2:1]([c:2]1[cH:3][cH:4][cH:5][cH:6][cH:7]1)[O:8][c:9]1[c:10]([Cl:29])[c:11]([C:12](=[O:13])[OH:14])[cH:22][cH:23][c:24]1[S:25](=[O:26])(=[O:27])[CH3:28]. Starting materials: N(C(=N)N)C1=CC=C(C(=O)Cl)C=C1 (4-Guanidinobenzoyl chloride), OC1=CC=C(C=C1)SCCOCC (2-ethoxyethyl 4-hydroxyphenyl sulfide), C(=O)(O)[O-].[Na+] (sodium hydrocarbonate). RXN SMILES: [OH:1][C:2]1[CH:7]=[CH:6][C:5]([S:8][CH2:9][CH2:10][O:11][CH2:12][CH3:13])=[CH:4][CH:3]=1.[NH:14]([C:18]1[CH:26]=[CH:25][C:21]([C:22](Cl)=[O:23])=[CH:20][CH:19]=1)[C:15]([NH2:17])=[NH:16].[C:27]([O-:30])([OH:29])=[O:28].[Na+]>N1C=CC=CC=1>[C:27](=[O:28])([OH:30])[OH:29].[NH:14]([C:18]1[CH:26]=[CH:25][C:21]([C:22]([O:1][C:2]2[CH:3]=[CH:4][C:5]([S:8][CH2:9][CH2:10][O:11][CH2:12][CH3:13])=[CH:6][CH:7]=2)=[O:23])=[CH:20][CH:19]=1)[C:15]([NH2:17])=[NH:16] |f:2.3,5.6|. Procedure details: 3.4 g of 2-ethoxyethyl 4-hydroxyphenyl sulfide was dissolved in 50 ml of pyridine. 4-Guanidinobenzoyl chloride was added to the solution under cooling with ice and the mixture was stirred at room temperature for 27 h. A saturated aqueous solution of sodium hydrocarbonate was added thereto under cooling with ice. A precipitate thus formed was recovered by filtration, washed with water and then with acetone, and dried to obtain 2.86 g (yield: 40 %) of 4-(2-ethoxyethylthio)phenyl 4-guanidinobenzoat... The product is C(O)(O)=O.N(C(=N)N)C1=CC=C(C(=O)OC2=CC=C(C=C2)SCCOCC)C=C1 (4-(2-ethoxyethylthio)phenyl 4-guanidinobenzoate carbonate). Reaction conditions: time 27 hour. Isolated yield 40.0%. Run in N1=CC=CC=C1 (pyridine).